This data is from the Open Reaction Database (ORD), a public repository of structured organic reaction records. The task is: describe an organic reaction: reactants, conditions, products, and yield Starting materials: N1=CC=CC2=CN=CC=C12 (1,6-naphthyridine), N1=C(C=CC=2C(NC=CC12)=O)C=O (1,6-naphthyridin-5(6H)-one aldehyde), amines. Product: N1=CC=CC=2C(NC=CC12)=O (1,6-naphthyridin-5(6H)-one). Reaction SMILES: N1C2C(=CN=CC=2)C=CC=1.[N:11]1[C:20]2[CH:19]=[CH:18][NH:17][C:16](=[O:21])[C:15]=2[CH:14]=[CH:13][C:12]=1C=O>>[N:11]1[C:20]2[CH:19]=[CH:18][NH:17][C:16](=[O:21])[C:15]=2[CH:14]=[CH:13][CH:12]=1. Procedure: Reaction Scheme V illustrates the preparation of 1,6-naphthyridin-5(6H)-one compounds. In the initial condensation of N-Boc-protected 2-chloro-4-amino-nicotinaldehyde with the (substituted phenyl)benzyl ketone (V-1) in the presence of an alkoxide, such as, sodium methoxide, there is obtained directly the 1,6-naphthyridine (V-2) substituted at the 5-position with the alkoxide group. Acid catalyzed hydrolysis readily converts the 1,6-naphthyridine to the requisite 1,6-naphthyridin-5(6H)-one aldehy... Reactants: O=C(O)c1ncccc1Cl, Nc1nnn[nH]1, O=S(Cl)Cl. Product: O=C(Nc1nnn[nH]1)c1ncccc1Cl. As a reaction SMILES: [Cl:1][c:2]1[c:3]([C:8](=[O:9])[OH:10])[n:4][cH:5][cH:6][cH:7]1.[NH2:11][c:12]1[n:13][n:14][n:15][nH:16]1.[S:17]([Cl:18])([Cl:19])=[O:20]>>[Cl:1][c:2]1[c:3]([C:8](=[O:10])[NH:11][c:12]2[nH:13][n:14][n:15][n:16]2)[n:4][cH:5][cH:6][cH:7]1.